Dataset: the Open Reaction Database (ORD), a public repository of structured organic reaction records. Task: describe an organic reaction: reactants, conditions, products, and yield The reactants are Cl.[Al].[Mg].[Cl] (chlorine magnesium aluminum hydridochloride), C(C)(=O)C1=CC=CC=C1 (acetophenone). Yields the product C1(=CC=CC=C1)C(C)O (1-phenylethanol). The yield is 95.0%. Reaction SMILES: Cl.[Al].[Mg].[Cl].[C:5]([C:8]1[CH:13]=[CH:12][CH:11]=[CH:10][CH:9]=1)(=[O:7])[CH3:6]>>[C:8]1([CH:5]([OH:7])[CH3:6])[CH:13]=[CH:12][CH:11]=[CH:10][CH:9]=1 |f:0.1.2.3,^1:3|. Reported procedure: Repeating the procedure of Example 2, 22.4 g (11.2 mmoles) of chlorine magnesium aluminum hydridochloride solution are reacted with 1.81 g (15 mmoles) of acetophenone. After the reaction product is worked up, 1 H-NMR spectroscopy confirms a 95% yield of 1-phenylethanol. The reactants are C(CCC)[Li] (butyl lithium), Cl (hydrochloric acid), BrC=1C(=NC=C(C1)C(F)(F)F)OC (3-bromo-2-methoxy-5-(trifluoromethyl)pyridine), CN(C=O)C (Dimethylformamide). Solvent: CCCCCC (hexane), CCOCC (ether). Reaction conditions: temperature 20 celsius, time 30 minute. Product: COC1=NC=C(C=C1C=O)C(F)(F)F (2-Methoxy-5-(trifluoromethyl)-3-pyridinecarboxaldehyde). Reaction SMILES: Br[C:2]1[C:3]([O:12][CH3:13])=[N:4][CH:5]=[C:6]([C:8]([F:11])([F:10])[F:9])[CH:7]=1.C([Li])CCC.CN(C)[CH:21]=[O:22].Cl>CCOCC.CCCCCC>[CH3:13][O:12][C:3]1[C:2]([CH:21]=[O:22])=[CH:7][C:6]([C:8]([F:11])([F:10])[F:9])=[CH:5][N:4]=1. Reported procedure: A solution of 5.18 g (0.020 mol) of 3-bromo-2-methoxy-5-(trifluoromethyl)pyridine in 50 ml of ether was cooled to -100° C. and blanketed with nitrogen. A solution containing 0.024 mole of butyl lithium in hexane (15.0 ml of 1.6 M) was added slowly with stirring keeping the temperature below about -95° C. and the mixture was allowed to react for another 15 min. Dimethylformamide (7.5 ml, 0.097 mol) was added to the mixture at below -95° C. and stirring continued for about 30 min. The mixture was ... Starting materials: C(C1=CC=CC=C1)OC=1N=NC(=CC1OCC1=CC=CC=C1)\C=C\C1=CC(=CC(=C1)F)F (3,4-bis(benzyloxy)-6-[(E)-2-(3,5-difluorophenyl)vinyl]pyridazine). Solvent: C(C)O (ethanol). The reagents and catalysts are [C].[Pd] (palladium-carbon). Reaction SMILES: C([O:8][C:9]1[N:10]=[N:11][C:12](/[CH:23]=[CH:24]/[C:25]2[CH:30]=[C:29]([F:31])[CH:28]=[C:27]([F:32])[CH:26]=2)=[CH:13][C:14]=1[O:15]CC1C=CC=CC=1)C1C=CC=CC=1>[C].[Pd].C(O)C>[F:32][C:27]1[CH:26]=[C:25]([CH2:24][CH2:23][C:12]2[CH:13]=[C:14]([OH:15])[C:9](=[O:8])[NH:10][N:11]=2)[CH:30]=[C:29]([F:31])[CH:28]=1 |f:1.2|. Product: FC=1C=C(C=C(C1)F)CCC=1C=C(C(NN1)=O)O (6-[2-(3,5-difluorophenyl)ethyl]-4-hydroxypyridazin-3(2H)-one). The yield is 33.7%. Reported procedure: A mixture of 10% palladium-carbon (280 mg), ethanol (25 mL) and 3,4-bis(benzyloxy)-6-[(E)-2-(3,5-difluorophenyl)vinyl]pyridazine (710 mg) was stirred under a hydrogen atmosphere at room temperature for 1 hr. The catalyst was filtered off through celite, and the filtrate was concentrated under reduced pressure. To the obtained residue was added diethyl ether and the obtained solid was dried under reduced pressure to give 6-[2-(3,5-difluorophenyl)ethyl]-4-hydroxypyridazin-3(2H)-one (140 mg). Run at time 1 hour.